describe an organic reaction: reactants, conditions, products, and yield From a dataset of the Open Reaction Database (ORD), a public repository of structured organic reaction records. Starting materials: C(C1=CC=CC=C1)OC=1C=C2C=C(NC2=CC1)C(=O)O (5-benzyloxy-1H-indole-2-carboxylic acid), [Cl-].C(C1=CC=CC=C1)=[N+](C)C (benzylidene-dimethyl-ammonium chloride). Yields the product C(C1=CC=CC=C1)OC=1C=C2C(=C(NC2=CC1)C(=O)O)C(C1=CC=CC=C1)N(C)C (5-Benzyloxy-3-(dimethylaminophenylmethyl)-1H-indole-2-carboxylic Acid). As a reaction SMILES: [CH2:1]([O:8][C:9]1[CH:10]=[C:11]2[C:15](=[CH:16][CH:17]=1)[NH:14][C:13]([C:18]([OH:20])=[O:19])=[CH:12]2)[C:2]1[CH:7]=[CH:6][CH:5]=[CH:4][CH:3]=1.[Cl-].[CH:22](=[N+:29]([CH3:31])[CH3:30])[C:23]1[CH:28]=[CH:27][CH:26]=[CH:25][CH:24]=1>>[CH2:1]([O:8][C:9]1[CH:10]=[C:11]2[C:15](=[CH:16][CH:17]=1)[NH:14][C:13]([C:18]([OH:20])=[O:19])=[C:12]2[CH:22]([N:29]([CH3:31])[CH3:30])[C:23]1[CH:28]=[CH:27][CH:26]=[CH:25][CH:24]=1)[C:2]1[CH:7]=[CH:6][CH:5]=[CH:4][CH:3]=1 |f:1.2|. Procedure: The preparation was carried out in accordance with general synthesis instructions 4 from 5-benzyloxy-1H-indole-2-carboxylic acid and benzylidene-dimethyl-ammonium chloride, which had been prepared in accordance with example 1.